Dataset: the Open Reaction Database (ORD), a public repository of structured organic reaction records. Task: describe an organic reaction: reactants, conditions, products, and yield Reactants: CCOC(=O)C1CCc2sc3ccc(Br)cc3c2C1, CN1CCCC1=O, N#C[Cu]. The product is CCOC(=O)C1CCc2sc3ccc(C#N)cc3c2C1. As a reaction SMILES: [Br:1][c:2]1[cH:3][cH:4][c:5]2[c:6]([c:7]3[c:8]([s:9]2)[CH2:10][CH2:11][CH:12]([C:14](=[O:15])[O:16][CH2:17][CH3:18])[CH2:13]3)[cH:19]1.[CH3:23][N:24]1[C:25](=[O:26])[CH2:27][CH2:28][CH2:29]1.[Cu:20][C:21]#[N:22]>>[c:2]1([C:21]#[N:22])[cH:3][cH:4][c:5]2[c:6]([c:7]3[c:8]([s:9]2)[CH2:10][CH2:11][CH:12]([C:14](=[O:15])[O:16][CH2:17][CH3:18])[CH2:13]3)[cH:19]1. Reactants: CNC(=O)NC1C(OC)OC(C)C(O)C1O, CC(=O)O, O=N[O-], [Na+], O. Product: COC1OC(C)C(O)C(O)C1NC(=O)N(C)N=O. Reaction SMILES: [CH3:1][NH:2][C:3]([NH:4][CH:5]1[CH:6]([O:7][CH3:8])[O:9][CH:10]([CH3:15])[CH:11]([OH:14])[CH:12]1[OH:13])=[O:16].[CH3:21][C:22](=[O:23])[OH:24].[N:17](=[O:18])[O-:19].[Na+:20].[OH2:25]>>[CH3:1][N:2]([C:3]([NH:4][CH:5]1[CH:6]([O:7][CH3:8])[O:9][CH:10]([CH3:15])[CH:11]([OH:14])[CH:12]1[OH:13])=[O:16])[N:17]=[O:18]. Reactants: COC(C1=C(C(=CC=C1F)N)NC1=CC=CC=C1)=O (3-amino-6-fluoro-2-phenylaminobenzoic acid methyl ester), C[C@@H](C(=O)O)NC(=O)OC(C)(C)C (Boc-ala-OH), C1=CC2=C(N=C1)N(N=N2)O (HOAT), CCN=C=NCCCN(C)C.Cl (N-(3-dimethylaminopropyl)-n′-ethylcarbodiimide hydrochloride). Solvent: C(Cl)Cl (DCM), O (water). Conditions: temperature 0 celsius, time 2 hour. The product is Cl.Cl.COC(=O)C1=C(C=CC=2N=C(N(C21)C2=CC=CC=C2)[C@H](C)N)F (2-((S)-1-Aminoethyl)-5-fluoro-3-phenyl-3H-benzoimidazole-4-carboxylic acid methyl ester dihydrochloride). Isolated yield 182.5%. As a reaction SMILES: [CH3:1][O:2][C:3](=[O:19])[C:4]1[C:9]([F:10])=[CH:8][CH:7]=[C:6]([NH2:11])[C:5]=1[NH:12][C:13]1[CH:18]=[CH:17][CH:16]=[CH:15][CH:14]=1.[CH3:20][C@H:21]([NH:25]C(OC(C)(C)C)=O)[C:22](O)=O.C1C=NC2N(O)N=NC=2C=1.CCN=C=NCCCN(C)C.[ClH:54]>C(Cl)Cl.O>[ClH:54].[ClH:54].[CH3:1][O:2][C:3]([C:4]1[C:5]2[N:12]([C:13]3[CH:14]=[CH:15][CH:16]=[CH:17][CH:18]=3)[C:20]([C@@H:21]([NH2:25])[CH3:22])=[N:11][C:6]=2[CH:7]=[CH:8][C:9]=1[F:10])=[O:19] |f:3.4,7.8.9|. Reported procedure: To a solution of 3-amino-6-fluoro-2-phenylaminobenzoic acid methyl ester (1 g, 3.8 mmol), Boc-ala-OH (727 mg, 3.8 mmol) and HOAT (522 mg, 3.8 mmol) in DCM (20 mL) at 0° C. was added N-(3-dimethylaminopropyl)-n′-ethylcarbodiimide hydrochloride (810 mg, 4.2 mmol) and the reaction mixture stirred at 0° C. for 2 h. The reaction mixture was diluted with water and extracted with DCM (3×10 mL). The combined organic fractions were washed with brine, dried (MgSO4) and concentrated in vacuo. The residue w...